This data is from the Open Reaction Database (ORD), a public repository of structured organic reaction records. The task is: describe an organic reaction: reactants, conditions, products, and yield Starting materials: [NH4+].[Cl-] (NH4Cl), BrC=1C=C2C(=C(NC2=CC1)C)CC(=O)OCC (Ethyl 2-(5-bromo-2-methyl-1H-indol-3-yl)acetate), IC1=CC=C(CCl)C=C1 (4-iodobenzyl chloride), [H-].[Na+] (sodium hydride). Solvent: CN(C)C=O (DMF). Conditions: temperature 20 celsius, time 20 hour. Product: BrC=1C=C2C(=C(N(C2=CC1)CC1=CC=C(C=C1)I)C)CC(=O)OCC (Ethyl 2-(5-bromo-1-(4-iodobenzyl)-2-methyl-1H-indol-3-yl)acetate). The yield is 68.7%. RXN SMILES: [Br:1][C:2]1[CH:3]=[C:4]2[C:8](=[CH:9][CH:10]=1)[NH:7][C:6]([CH3:11])=[C:5]2[CH2:12][C:13]([O:15][CH2:16][CH3:17])=[O:14].[I:18][C:19]1[CH:26]=[CH:25][C:22]([CH2:23]Cl)=[CH:21][CH:20]=1.[H-].[Na+].[NH4+].[Cl-]>CN(C=O)C>[Br:1][C:2]1[CH:3]=[C:4]2[C:8](=[CH:9][CH:10]=1)[N:7]([CH2:23][C:22]1[CH:25]=[CH:26][C:19]([I:18])=[CH:20][CH:21]=1)[C:6]([CH3:11])=[C:5]2[CH2:12][C:13]([O:15][CH2:16][CH3:17])=[O:14] |f:2.3,4.5|. Procedure: To a solution of the product of Step 1 (536.2 mg, 2 mmol) and 4-iodobenzyl chloride (504 mg, 2 mmol) in dry DMF (10 mL) at 0° C. was added sodium hydride (80 mg, 2 mmol, 60% in oil). The mixture was stirred at 20° C. for 20 hours and a saturated NH4Cl solution (10 mL) was added. The mixture was extracted with EtOAc, the extracts were dried over MgSO4 and concentrated to an oil. The oil was purified by flash chromatography on silica gel, eluting with 20% EtOAc in hexane to afford 704 mg (69%) of ... Reactants: FC1=CC=C(C=C1)C(C(=O)O)CC=C (2-(4-Fluorophenyl)pent-4-enoic acid), CN(C)C(=[N+](C)C)ON1C2=C(C=CC=C2)N=N1.[B-](F)(F)(F)F (TBTU), CN (methylamine), CCN(C(C)C)C(C)C (DIPEA). Solvent: C(Cl)Cl (CH2Cl2), resultant solution, C(Cl)Cl (CH2Cl2). Reaction conditions: time 15 minute. The product is FC1=CC=C(C=C1)C(C(=O)NC)CC=C (2-(4-fluorophenyl)-N-methylpent-4-enamide). Isolated yield 78.2%. As a reaction SMILES: [F:1][C:2]1[CH:7]=[CH:6][C:5]([CH:8]([CH2:12][CH:13]=[CH2:14])[C:9](O)=[O:10])=[CH:4][CH:3]=1.[CH3:15][N:16](C(ON1N=NC2C=CC=CC1=2)=[N+](C)C)C.[B-](F)(F)(F)F.CN.CCN(C(C)C)C(C)C>C(Cl)Cl>[F:1][C:2]1[CH:7]=[CH:6][C:5]([CH:8]([CH2:12][CH:13]=[CH2:14])[C:9]([NH:16][CH3:15])=[O:10])=[CH:4][CH:3]=1 |f:1.2|. Reported procedure: 2-(4-Fluorophenyl)pent-4-enoic acid (Bioorg. Med. Chem. Lett. 2000, 1893; 4.20 g, 21.6 mmol) was dissolved in CH2Cl2 (75 mL) and to the resultant solution was added TBTU (7.29 g, 22.7 mmol). The mixture was stirred at RT for 15 min and then methylamine (11.9 mL of 2M THF solution, 23.8 mmol) and DIPEA (11.2 g, 86.5 mmol) were added. The reaction mixture was stirred at room temperature for 3 h, subsequently diluted with CH2Cl2 (50 mL) and then washed several times with water. The solvent was remo... Starting materials: O=C([O-])[O-], CCOC(Cc1ccc(O)cc1C)C(=O)OC, Fc1ccc(-c2nc(CCl)cs2)cc1Cl, NC(=S)c1ccc(F)c(Cl)c1, O=C(CCl)CCl, [Cs+], [Cs+], [I-], [K+]. Yields the product CCOC(Cc1ccc(OCc2csc(-c3ccc(F)c(Cl)c3)n2)cc1C)C(=O)OC. Reaction SMILES: [C:50](=[O:51])([O-:52])[O-:53].[CH3:1][O:2][C:3]([CH:4]([CH2:5][c:6]1[c:7]([CH3:13])[cH:8][c:9]([OH:12])[cH:10][cH:11]1)[O:14][CH2:15][CH3:16])=[O:17].[Cl:18][c:19]1[cH:20][c:21](-[c:26]2[s:27][cH:28][c:29]([CH2:31][Cl:32])[n:30]2)[cH:22][cH:23][c:24]1[F:25].[Cl:33][c:34]1[cH:35][c:36]([C:41]([NH2:42])=[S:43])[cH:37][cH:38][c:39]1[F:40].[Cl:44][CH2:45][C:46]([CH2:47][Cl:48])=[O:49].[Cs+:54].[Cs+:55].[I-:57].[K+:56]>>[CH3:1][O:2][C:3]([CH:4]([CH2:5][c:6]1[c:7]([CH3:13])[cH:8][c:9]([O:12][CH2:31][c:29]2[cH:28][s:27][c:26](-[c:21]3[cH:20][c:19]([Cl:18])[c:24]([F:25])[cH:23][cH:22]3)[n:30]2)[cH:10][cH:11]1)[O:14][CH2:15][CH3:16])=[O:17]. The reactants are C=O, [Li]CCCC, CCCCCC, Cl, c1ncn2c1CCCC2. Yields the product OCc1ncc2n1CCCC2. As a reaction SMILES: [CH2:15]=[O:16].[CH2:1]([Li:2])[CH2:3][CH2:4][CH3:5].[CH3:18][CH2:19][CH2:20][CH2:21][CH2:22][CH3:23].[ClH:17].[cH:6]1[n:7][cH:8][n:9]2[c:10]1[CH2:11][CH2:12][CH2:13][CH2:14]2>>[cH:6]1[n:7][c:8]([CH2:15][OH:16])[n:9]2[c:10]1[CH2:11][CH2:12][CH2:13][CH2:14]2. Reactants: Cl2H16Cl2N2, ClC1=NC=CC=C1C12CCCN2CCC1 (7a-(2-Chloro-3-pyridinyl)-hexahydro-1H-pyrrolizine), CI NH3, Cl (HCl). The solvent is CCOCC (Et2O), CCOCC (Et2O). Product: Cl.ClC1=NC=CC=C1C12CCCN2CCC1 (7a-(2-chloro-3-pyridinyl)-hexahydro-1H-pyrrolizine hydrochloride salt). RXN SMILES: [Cl:1][C:2]1[C:7]([C:8]23[CH2:15][CH2:14][CH2:13][N:12]2[CH2:11][CH2:10][CH2:9]3)=[CH:6][CH:5]=[CH:4][N:3]=1.Cl>CCOCC>[ClH:1].[Cl:1][C:2]1[C:7]([C:8]23[CH2:15][CH2:14][CH2:13][N:12]2[CH2:11][CH2:10][CH2:9]3)=[CH:6][CH:5]=[CH:4][N:3]=1 |f:3.4|. Procedure details: 7a-(2-Chloro-3-pyridinyl)-hexahydro-1H-pyrrolizine (21 mg, 0.1 mmol) was dissolved in Et2O (6 mL), and Et2O saturated with HCl (g) was added. The solvent was removed, and the precipitate was triturated (3×) with Et2O to afford a yellow solid (26 mg, quant). mp 186°-188° C. MS (CI/NH3) m/e: 223 (M+H)+. 1H NMR D2O, 300 MHz) δ2.03-2.18 (m, 2H), 2.29-2.41 (m, 2H), 2.54-2.64 (m, 2H), 2.75-2.84 (m,2H), 3.41-2.51 (m, 2H), 2.93-4.02 (m, 2H), 7.57 (dd, J=8.1, 4.7 Hz, 1H), 8.01 (dd, J=8.1, 1.7 Hz, 1H), 8.... The reactants are Cl (HCl), [Al] (aluminum), FC1=C2C(C(=CN(C2=C(C=C1)F)CC1=CC=C(C=C1)I)C(=O)OCC)=O (ethyl 5,8-difluoro-1-(4-iodobenzyl)-4-oxo-1,4-dihydroquinoline-3-carboxylate), N1=CNC2=C1C=CC=C2 (benzimidazole), OC=1C=CC=C2C=CC=NC12 (8-hydroxyquinoline), C([O-])([O-])=O.[Cs+].[Cs+] (cesium carbonate). Reagents/catalysts: [OH-].[Li+] (lithium hydroxide), [Cu]I (copper(I)iodide). Solvent: CS(=O)C (dimethylsulfoxide). Conditions: temperature 95 celsius, time 10 hour. Product: FC1=C2C(C(=CN(C2=C(C=C1)F)CC1=CC=C(C=C1)N1C=CC2=CC=CC=C12)C(=O)O)=O (5,8-Difluoro-1-[4-(1H-indol-1-yl)benzyl]-4-oxo-1,4-dihydroquinoline-3-carboxylic acid). As a reaction SMILES: [F:1][C:2]1[CH:11]=[CH:10][C:9]([F:12])=[C:8]2[C:3]=1[C:4](=[O:26])[C:5]([C:21]([O:23]CC)=[O:22])=[CH:6][N:7]2[CH2:13][C:14]1[CH:19]=[CH:18][C:17](I)=[CH:16][CH:15]=1.N1C2C=CC=CC=2NC=1.O[C:37]1[CH:38]=[CH:39][CH:40]=[C:41]2[C:46]=1[N:45]=[CH:44][CH:43]=C2.C(=O)([O-])[O-].[Cs+].[Cs+].[Al].Cl>CS(C)=O.[OH-].[Li+].[Cu]I>[F:1][C:2]1[CH:11]=[CH:10][C:9]([F:12])=[C:8]2[C:3]=1[C:4](=[O:26])[C:5]([C:21]([OH:23])=[O:22])=[CH:6][N:7]2[CH2:13][C:14]1[CH:15]=[CH:16][C:17]([N:45]2[C:46]3[C:37](=[CH:38][CH:39]=[CH:40][CH:41]=3)[CH:43]=[CH:44]2)=[CH:18][CH:19]=1 |f:3.4.5,9.10|. Procedure: To a solution of ethyl 5,8-difluoro-1-(4-iodobenzyl)-4-oxo-1,4-dihydroquinoline-3-carboxylate (0.200 g, 0.426 mmol) and benzimidazole (0.252 g, 2.13 mmol) in 3 mL of dimethylsulfoxide under nitrogen was added 8-hydroxyquinoline (0.013 g, 0.085 mmol), 1 N cesium carbonate (0.852 mL, 0.852 mmol), and copper(I)iodide (0.041 g, 0.21 mmol). The reaction vessel was covered with aluminum foil and heated to 95° C. for 24 hours. The reaction mixture was cooled to room temperature, and saturated aqueous l... Reaction conditions: time 8 hour. Procedure details: 42 g of 1-bromo-6,7-epoxyheptane were introduced into a mixture of 400 ml of tetrahydrofuran and 235 ml of water, which had been adjusted to pH 2 with perchloric acid, at room temperature. After stirring at room temperature for 8 hours, the mixture was neutralized, evaporated under reduced pressure and the residue was extracted with methylene chloride. After removal of the solvent, 41.5 g of crude 1-bromo-6,7-dihydroxyheptane were obtained. The solvent is O (water). Reaction SMILES: [Br:1][CH2:2][CH2:3][CH2:4][CH2:5][CH2:6][CH:7]1[O:9][CH2:8]1.[O:10]1CCCC1.Cl(O)(=O)(=O)=O>O>[Br:1][CH2:2][CH2:3][CH2:4][CH2:5][CH2:6][CH:7]([OH:9])[CH2:8][OH:10]. Product: BrCCCCCC(CO)O (1-bromo-6,7-dihydroxyheptane). The reactants are BrCCCCCC1CO1 (1-bromo-6,7-epoxyheptane), O1CCCC1 (tetrahydrofuran), Cl(=O)(=O)(=O)O (perchloric acid). Product: COC=1N(C2=NC(=NC(=C2N1)N)O[C@H](CC)C)C1OCCCC1 (8-(Methyloxy)-2-{[(1S)-1-methylpropyl]oxy}-9-(tetrahydro-2H-pyran-2-yl)-9H-purin-6-amine). The solvent is CO (methanol), CO (methanol). As a reaction SMILES: Br[C:2]1[N:3]([CH:17]2[CH2:22][CH2:21][CH2:20][CH2:19][O:18]2)[C:4]2[C:9]([N:10]=1)=[C:8]([NH2:11])[N:7]=[C:6]([O:12][C@@H:13]([CH3:16])[CH2:14][CH3:15])[N:5]=2.[CH3:23][O-:24].[Na+]>CO>[CH3:23][O:24][C:2]1[N:3]([CH:17]2[CH2:22][CH2:21][CH2:20][CH2:19][O:18]2)[C:4]2[C:9]([N:10]=1)=[C:8]([NH2:11])[N:7]=[C:6]([O:12][C@@H:13]([CH3:16])[CH2:14][CH3:15])[N:5]=2 |f:1.2|. Conditions: time 8 hour. Starting materials: BrC=1N(C2=NC(=NC(=C2N1)N)O[C@H](CC)C)C1OCCCC1 (8-Bromo-2-{[(1S)-1-methylpropyl]oxy}-9-(tetrahydro-2H-pyran-2-yl)-9H-purin-6-amine), C[O-].[Na+] (sodium methoxide). Reported procedure: 8-Bromo-2-{[(1S)-1-methylpropyl]oxy}-9-(tetrahydro-2H-pyran-2-yl)-9H-purin-6-amine (1.79 g, 4.83 mmol) was dissolved in methanol (15 ml) and 25% sodium methoxide in methanol (3.2 ml, 4.83 mmol) was added and the mixture heated to reflux for 2.5 hours. The reaction mixture was left standing at room temperature overnight and then concentrated in vacuo and the residue partitioned between dichloromethane (40 ml) and saturated ammonium chloride solution (40 ml). The layers were separated using a hydr...